From a dataset of the Open Reaction Database (ORD), a public repository of structured organic reaction records. describe an organic reaction: reactants, conditions, products, and yield Reactants: C=1(O)C(O)=CC=CC1 (catechol), CC(=O)C1=CC=C(C=C1)C(F)(F)F (4-(trifluoromethyl)acetophenone), O.C1(=CC=C(C=C1)S(=O)(=O)O)C (p-toluenesulphonic acid monohydrate), O (Water). Run in C1(=CC=CC=C1)C (toluene). Product: CC1(OC2=C(O1)C=CC=C2)C2=CC=C(C=C2)C(F)(F)F (2-methyl-2-[4-(trifluoromethyl)phenyl]-1,3-benzodioxole), oil. Isolated yield 77.0%. As a reaction SMILES: [C:1]1([C:3](=[CH:5][CH:6]=[CH:7][CH:8]=1)[OH:4])[OH:2].[CH3:9][C:10]([C:12]1[CH:17]=[CH:16][C:15]([C:18]([F:21])([F:20])[F:19])=[CH:14][CH:13]=1)=O.O.C1(C)C=CC(S(O)(=O)=O)=CC=1.O>C1(C)C=CC=CC=1>[CH3:9][C:10]1([C:12]2[CH:13]=[CH:14][C:15]([C:18]([F:19])([F:20])[F:21])=[CH:16][CH:17]=2)[O:4][C:3]2[CH:5]=[CH:6][CH:7]=[CH:8][C:1]=2[O:2]1 |f:2.3|. Reported procedure: A solution of catechol (5.5 g) and 4-(trifluoromethyl)acetophenone (10.3 g) in toluene (150 ml) containing a catalytic amount (0.2 g) of p-toluenesulphonic acid monohydrate was heated under reflux for 3 days. Water produced in the condensation was separated by means of a Dean-Stark trap. After removal of the solvent under reduced pressure, the residue was purified by chromatography on silica gel using methylene chloride as eluant. Pure 2-methyl-2-[4-(trifluoromethyl)phenyl]-1,3-benzodioxole was ... Reactants: BrCC1=CC=C(C=C1)C1=CC(=CC=C1)S(=O)(=O)N (4′-(bromomethyl)biphenyl-3-sulfonamide), C([O-])(O)=O.[Na+] (sodium bicarbonate), C(C)(=S)O (thioacetic acid), C([O-])(O)=O.[Na+] (sodium bicarbonate), C(C)(=S)O (thioacetic acid). Run in C(C)#N (acetonitrile), C(C)#N (acetonitrile). Run at temperature 25 celsius, time 16 hour. Yields the product S(N)(=O)(=O)C=1C=C(C=CC1)C1=CC=C(C=C1)CSC(C)=O (Thioacetic acid S-(3′-sulfamoyl-biphenyl-4-ylmethyl) ester). Reaction SMILES: Br[CH2:2][C:3]1[CH:8]=[CH:7][C:6]([C:9]2[CH:14]=[CH:13][CH:12]=[C:11]([S:15]([NH2:18])(=[O:17])=[O:16])[CH:10]=2)=[CH:5][CH:4]=1.C(=O)(O)[O-].[Na+].[C:24]([OH:27])(=[S:26])[CH3:25]>C(#N)C>[S:15]([C:11]1[CH:10]=[C:9]([C:6]2[CH:7]=[CH:8][C:3]([CH2:2][S:26][C:24](=[O:27])[CH3:25])=[CH:4][CH:5]=2)[CH:14]=[CH:13][CH:12]=1)(=[O:17])(=[O:16])[NH2:18] |f:1.2|. Procedure details: A solution of 4′-(bromomethyl)biphenyl-3-sulfonamide (1.28 g, 3.9 mmol) (WO 01/70753) in acetonitrile (16.4 mL) was treated with sodium bicarbonate (475 mg, 5.7 mmol) and thioacetic acid (0.34 mL, 4.7 mmol). The reaction mixture was stirred at 25° C. for 16 h. Additional sodium bicarbonate and thioacetic acid (0.4 eq. each) were added followed by acetonitrile (5 mL) and the reaction mixture was heated to 50° C. for 30 min. The reaction mixture was washed with water (10 mL) and brine (10 mL), dri... Reactants: C([O-])([O-])=O.[K+].[K+] (Potassium carbonate), C(C1=CC=CC=C1)OC1=C(C=CC(=C1)OCOC)C(CI)=O (1-[2-benzyloxy-4-(methoxymethyloxy)phenyl]-2-iodo-ethanone). The solvent is CC(=O)C (acetone). The product is C(C1=CC=CC=C1)OC=1C=CC(=C(OCC(=O)C2=C(C=C(C=C2)OCOC)OCC2=CC=CC=C2)C1)CO (2-(5-Benzyloxy-2-hydroxymethyl-phenoxy)-1-(2-benzyloxy-4-methoxymethyloxy-phenyl)-ethanone). Yield: 144.2%. As a reaction SMILES: [C:1](=[O:4])([O-])[O-].[K+].[K+].[CH2:7]([O:14][C:15]1[CH:20]=[C:19]([O:21][CH2:22][O:23][CH3:24])[CH:18]=[CH:17][C:16]=1[C:25](=[O:28])[CH2:26]I)[C:8]1[CH:13]=[CH:12][CH:11]=[CH:10][CH:9]=1>CC(C)=O>[CH2:7]([O:14][C:15]1[CH:16]=[CH:17][C:18]([CH2:1][OH:4])=[C:19]([CH:20]=1)[O:21][CH2:26][C:25]([C:16]1[CH:17]=[CH:18][C:19]([O:21][CH2:22][O:23][CH3:24])=[CH:20][C:15]=1[O:14][CH2:7][C:8]1[CH:13]=[CH:12][CH:11]=[CH:10][CH:9]=1)=[O:28])[C:8]1[CH:9]=[CH:10][CH:11]=[CH:12][CH:13]=1 |f:0.1.2|. Reported procedure: Potassium carbonate (0.165 g, 1.2 mmol) was added to a solution of 1-[2-benzyloxy-4-(methoxymethyloxy)phenyl]-2-iodo-ethanone (0.412 g, 1 mmol) and 4-benzyloxy-salicylalchohol (0.254 g, 1.1 mmol) in 10 mL of acetone and the mixture refluxed for 10 hours. After completion of the reaction (TLC), the solvent was evaporated and the residue extracted with EtOAc:water (2×20 mL:20 mL). The organic layers were combined, dried over sodium sulfate and evaporated. The residue was chromatographed over silic... The reactants are ice water, resultant mixture, NC=1C=C2C(=NC=NC2=CC1)NC=C(C(=O)OCC)C(=O)OCC (diethyl [(6-amino-4-quinazolinylamino)methylene]propanedioate), N1=CC=CC=C1 (pyridine), C(C(C)C)(=O)Cl (isobutyryl chloride). Solvent: ClCCl (dichloromethane). The product is C(C(C)C)(=O)NC=1C=C2C(=NC=NC2=CC1)NC=C(C(=O)OCC)C(=O)OCC (diethyl [(6-isobutyramido-4-quinazolinylamino)methylene]propanedioate). Isolated yield 42.2%. RXN SMILES: [NH2:1][C:2]1[CH:3]=[C:4]2[C:9](=[CH:10][CH:11]=1)[N:8]=[CH:7][N:6]=[C:5]2[NH:12][CH:13]=[C:14]([C:20]([O:22][CH2:23][CH3:24])=[O:21])[C:15]([O:17][CH2:18][CH3:19])=[O:16].N1C=CC=CC=1.[C:31](Cl)(=[O:35])[CH:32]([CH3:34])[CH3:33]>ClCCl>[C:31]([NH:1][C:2]1[CH:3]=[C:4]2[C:9](=[CH:10][CH:11]=1)[N:8]=[CH:7][N:6]=[C:5]2[NH:12][CH:13]=[C:14]([C:20]([O:22][CH2:23][CH3:24])=[O:21])[C:15]([O:17][CH2:18][CH3:19])=[O:16])(=[O:35])[CH:32]([CH3:34])[CH3:33]. Procedure details: A mixture of diethyl [(6-amino-4-quinazolinylamino)methylene]propanedioate (2.5 g), pyridine (1.2 g) and dichloromethane (55 ml) was stirred under ice-cooling. To the reaction mixture was added dropwise isobutyryl chloride (1.06 g). The reaction mixture was stirred under ice-cooling for 30 minutes and at ambient temperature for 20 minutes. After ice-water was added to the reaction mixture, the resultant mixture was stirred and extracted with chloroform. Insoluble materials were removed by filtra... The reactants are COC(C1=C(C=C(C=C1)OCCCCCCCC)O)=O (2-Hydroxy-4-octyloxy benzoic acid methyl ester), BrCCCC=C (5-Bromopent-1-ene), C(=O)([O-])[O-].[K+].[K+] (K2CO3). The solvent is CC(CC)=O (butanone). Yields the product COC(C1=C(C=C(C=C1)OCCCCCCCC)OCCCC=C)=O (4-Octyloxy-2-(pent-4-en-1-yloxy)benzoic acid methyl ester). Reaction SMILES: [CH3:1][O:2][C:3](=[O:20])[C:4]1[CH:9]=[CH:8][C:7]([O:10][CH2:11][CH2:12][CH2:13][CH2:14][CH2:15][CH2:16][CH2:17][CH3:18])=[CH:6][C:5]=1[OH:19].Br[CH2:22][CH2:23][CH2:24][CH:25]=[CH2:26].C([O-])([O-])=O.[K+].[K+]>CC(=O)CC>[CH3:1][O:2][C:3](=[O:20])[C:4]1[CH:9]=[CH:8][C:7]([O:10][CH2:11][CH2:12][CH2:13][CH2:14][CH2:15][CH2:16][CH2:17][CH3:18])=[CH:6][C:5]=1[O:19][CH2:26][CH2:25][CH2:24][CH:23]=[CH2:22] |f:2.3.4|. Procedure details: A mixture of 66.1 g (0.234 mol) of 2-Hydroxy-4-octyloxy benzoic acid methyl ester obtained in Step 1, 44.7 g (0.30 mol) of 5-Bromopent-1-ene, 207 g (1.5 mol) of K2CO3 and 700 mL of dry butanone is refluxed for 24 h, then allowed to return to room temperature. The reaction mixture is filtered and the butanone is distilled off under reduced pressure. After drying the residue under vacuum a slightly yellow oil (77.5 g, 95%) is obtained, which can be used in the next step without further purificatio... The reactants are C(C(=O)C)(=O)OCC (ethyl pyruvate), FC(C=1C=C(C=CC1)NC=1C(=CC=CC1)N)(F)F (N-(3-trifluoromethylphenyl)benzene-1,2-diamine). Yields the product FC(C=1C=C(C=CC1)N1C(C(=NC2=CC=CC=C12)C)=O)(F)F (1-(3-Trifluoromethylphenyl)-1,2-dihydro-3-methylquinoxalin-2-one). RXN SMILES: [C:1]([O:6]CC)(=O)[C:2]([CH3:4])=O.[F:9][C:10]([F:26])([F:25])[C:11]1[CH:12]=[C:13]([NH:17][C:18]2[C:19]([NH2:24])=[CH:20][CH:21]=[CH:22][CH:23]=2)[CH:14]=[CH:15][CH:16]=1>>[F:9][C:10]([F:25])([F:26])[C:11]1[CH:12]=[C:13]([N:17]2[C:18]3[C:19](=[CH:20][CH:21]=[CH:22][CH:23]=3)[N:24]=[C:2]([CH3:4])[C:1]2=[O:6])[CH:14]=[CH:15][CH:16]=1. Reported procedure: Preparation as in Example 1 but using ethyl pyruvate and N-(3-trifluoromethylphenyl)benzene-1,2-diamine gave the title compound. Starting materials: [BH-](OC(=O)C)(OC(=O)C)OC(=O)C.[Na+] (Na(OAc)3BH), C(=O)(C(F)(F)F)O (TFA), CC1=C(OC[C@@H](CNC2=C(C(NC=C2)=O)C2=NC3=CC=4CN(C(C4C=C3N2)=O)C2CCNCC2)O)C=CC(=C1)C (2-{4-[(R)-3-(2,4-dimethyl-phenoxy)-2-hydroxy-propylamino]-2-oxo-1,2-dihydro-pyridin-3-yl}-6-piperidin-4-yl-6,7-dihydro-3H-1,3,6-triaza-s-indacen-5-one), C1(CC1)C=O (cyclopropanecarbaldehyde). Solvent: CC(=O)O (AcOH), O (H2O), CC#N (CH3CN). Reaction conditions: temperature 0 celsius, time 20 minute. Product: C1(CC1)CN1CCC(CC1)N1C(C=2C=C3NC(=NC3=CC2C1)C=1C(NC=CC1NC[C@H](COC1=C(C=C(C=C1)C)C)O)=O)=O (6-(1-Cyclopropylmethyl-piperidin-4-yl)-2-{4-[(R)-3-(2,4-dimethyl-phenoxy)-2-hydroxy-propylamino]-2-oxo-1,2-dihydro-pyridin-3-yl}-6,7-dihydro-3H-1,3,6-triaza-s-indacen-5-one). RXN SMILES: C(O)(C(F)(F)F)=O.[CH3:8][C:9]1[CH:46]=[C:45]([CH3:47])[CH:44]=[CH:43][C:10]=1[O:11][CH2:12][C@H:13]([OH:42])[CH2:14][NH:15][C:16]1[CH:21]=[CH:20][NH:19][C:18](=[O:22])[C:17]=1[C:23]1[NH:34][C:33]2[C:25](=[CH:26][C:27]3[CH2:28][N:29]([CH:36]4[CH2:41][CH2:40][NH:39][CH2:38][CH2:37]4)[C:30](=[O:35])[C:31]=3[CH:32]=2)[N:24]=1.[CH:48]1([CH:51]=O)[CH2:50][CH2:49]1.[BH-](OC(C)=O)(OC(C)=O)OC(C)=O.[Na+]>CC(O)=O.O.CC#N>[CH:48]1([CH2:51][N:39]2[CH2:38][CH2:37][CH:36]([N:29]3[CH2:28][C:27]4[CH:26]=[C:25]5[C:33]([NH:34][C:23]([C:17]6[C:18](=[O:22])[NH:19][CH:20]=[CH:21][C:16]=6[NH:15][CH2:14][C@@H:13]([OH:42])[CH2:12][O:11][C:10]6[CH:43]=[CH:44][C:45]([CH3:47])=[CH:46][C:9]=6[CH3:8])=[N:24]5)=[CH:32][C:31]=4[C:30]3=[O:35])[CH2:41][CH2:40]2)[CH2:50][CH2:49]1 |f:3.4|. Procedure details: To a solution of the TFA salt of 2-{4-[(R)-3-(2,4-dimethyl-phenoxy)-2-hydroxy-propylamino]-2-oxo-1,2-dihydro-pyridin-3-yl}-6-piperidin-4-yl-6,7-dihydro-3H-1,3,6-triaza-s-indacen-5-one (40 mg, 0.061 mmol) and cyclopropanecarbaldehyde (150 μL, 2.0 mmol) in a mixed solvent of CH3CN (6 mL) and H2O (2 mL) was added AcOH (500 μL) at 0° C. and the resulting reaction mixture was stirred at 0° C. for 20 min and followed by addition of Na(OAc)3BH (254 mg, 1.2 mmol). The reaction mixture was stirred at 0° ... Reactants: CO (methanol), C(C)OC(=O)C=1C(=NC(=NC1)SC)NC1=CC=C2C=NNC2=C1 (4-(1H-6-indazolylamino)-2-methylthio-5-pyrimidinecarboxylic acid ethyl ester), C1(CC1)N (cyclopropylamine). The solvent is O (H2O). Product: C1(CC1)NC(=O)C=1C(=NC(=NC1)SC)NC1=CC=C2C=NNC2=C1 (N-cyclopropyl-4-(1H-6-Indazolylamino)-2-methylthio-5-pyrimidinecarboxamide). Yield: 65.0%. Reaction SMILES: CO.C(O[C:6]([C:8]1[C:9]([NH:16][C:17]2[CH:25]=[C:24]3[C:20]([CH:21]=[N:22][NH:23]3)=[CH:19][CH:18]=2)=[N:10][C:11]([S:14][CH3:15])=[N:12][CH:13]=1)=[O:7])C.[CH:26]1([NH2:29])[CH2:28][CH2:27]1>O>[CH:26]1([NH:29][C:6]([C:8]2[C:9]([NH:16][C:17]3[CH:25]=[C:24]4[C:20]([CH:21]=[N:22][NH:23]4)=[CH:19][CH:18]=3)=[N:10][C:11]([S:14][CH3:15])=[N:12][CH:13]=2)=[O:7])[CH2:28][CH2:27]1. Procedure details: To the solution of methanol (20 ml) was added 4-(1H-6-indazolylamino)-2-methylthio-5-pyrimidinecarboxylic acid ethyl ester (1g) prepared from preparation example 2, added cyclopropylamine (7 ml) at room temperature, and reacted at 50° C. for 6 hr. The reaction mixture was cooled, and stirred at 25° C. for 0.5 hr with slowly adding H2O (20 ml). The reaction mixture was filtered, washed with 30% aqueous methanol solution (10 ml), obtained the desired compound (0.67 g, 65%) Reactants: CCO, COc1cc([N+](=O)[O-])ccc1-c1cnc(C)s1, [Cl-]. The product is COc1cc(N)ccc1-c1cnc(C)s1. As a reaction SMILES: [CH3:19][CH2:20][OH:21].[CH3:1][O:2][c:3]1[c:4](-[c:12]2[cH:13][n:14][c:15]([CH3:17])[s:16]2)[cH:5][cH:6][c:7]([N+:9]([O-:10])=[O:11])[cH:8]1.[Cl-:18]>>[CH3:1][O:2][c:3]1[c:4](-[c:12]2[cH:13][n:14][c:15]([CH3:17])[s:16]2)[cH:5][cH:6][c:7]([NH2:9])[cH:8]1. Reactants: COC(CCNC(C1=CC=C(C=C1)OC(CCCC(C)C)C1=CC(=C(C=C1)C1=CC=C(C=C1)C(C)C)C)=O)=O (3-{4-[1-(4′-Isopropyl-2-methyl-biphenyl-4-yl)-5-methyl-hexyloxy]-benzoylamino}-propionic acid methyl ester), [OH-].[Na+] (NaOH), Cl (HCl). The solvent is C1CCOC1 (THF). Product: C(C)(C)C1=CC=C(C=C1)C1=C(C=C(C=C1)C(CCCC(C)C)OC1=CC=C(C(=O)NCCC(=O)O)C=C1)C (3-{4-[1-(4′-Isopropyl-2-methyl-biphenyl-4-yl)-5-methyl-hexyloxy]-benzoylamino}-propionic acid). As a reaction SMILES: C[O:2][C:3](=[O:39])[CH2:4][CH2:5][NH:6][C:7](=[O:38])[C:8]1[CH:13]=[CH:12][C:11]([O:14][CH:15]([C:22]2[CH:27]=[CH:26][C:25]([C:28]3[CH:33]=[CH:32][C:31]([CH:34]([CH3:36])[CH3:35])=[CH:30][CH:29]=3)=[C:24]([CH3:37])[CH:23]=2)[CH2:16][CH2:17][CH2:18][CH:19]([CH3:21])[CH3:20])=[CH:10][CH:9]=1.[OH-].[Na+].Cl>C1COCC1>[CH:34]([C:31]1[CH:30]=[CH:29][C:28]([C:25]2[CH:26]=[CH:27][C:22]([CH:15]([O:14][C:11]3[CH:10]=[CH:9][C:8]([C:7]([NH:6][CH2:5][CH2:4][C:3]([OH:39])=[O:2])=[O:38])=[CH:13][CH:12]=3)[CH2:16][CH2:17][CH2:18][CH:19]([CH3:21])[CH3:20])=[CH:23][C:24]=2[CH3:37])=[CH:33][CH:32]=1)([CH3:35])[CH3:36] |f:1.2|. Reported procedure: 3-{4-[1-(4′-Isopropyl-2-methyl-biphenyl-4-yl)-5-methyl-hexyloxy]-benzoylamino}-propionic acid methyl ester (50 mg) was taken into THF (1.0 mL) and treated with NaOH (1.0 mL, 5.0 N), then refluxed under nitrogen. The reaction mixture was neutralized with HCl (1.0 mL, 5.0 N), extracted with ethyl ether, dried over sodium sulfate. Concentration gave the title compound. MS (ES): 516.7 [M+H]+, the structure was also confirmed by proton NMR.